Dataset: the Open Reaction Database (ORD), a public repository of structured organic reaction records. Task: describe an organic reaction: reactants, conditions, products, and yield The reactants are OC1C(C=C(C(CC1(C)C)=O)C)OC (5-Hydroxy-4-methoxy-2,6,6-trimethyl-2-cyclohepten-1-one), Example 4, [N+](=O)([O-])C=1C=C(C(=O)O)C=CC1[N+](=O)[O-] (3,4-dinitrobenzoic acid). Yields the product [N+](=O)([O-])C=1C=C(C(=O)OC2C(C=C(C(CC2(C)C)=O)C)OC)C=CC1[N+](=O)[O-] (5-(3,4-dinitrobenzoyloxy)-4-methoxy-2,6,6-trimethyl-2-cyclohepten-1-one). Yield: 85.0%. Reaction SMILES: [OH:1][CH:2]1[C:8]([CH3:10])([CH3:9])[CH2:7][C:6](=[O:11])[C:5]([CH3:12])=[CH:4][CH:3]1[O:13][CH3:14].[N+:15]([C:18]1[CH:19]=[C:20]([CH:24]=[CH:25][C:26]=1[N+:27]([O-:29])=[O:28])[C:21](O)=[O:22])([O-:17])=[O:16]>>[N+:15]([C:18]1[CH:19]=[C:20]([CH:24]=[CH:25][C:26]=1[N+:27]([O-:29])=[O:28])[C:21]([O:1][CH:2]1[C:8]([CH3:9])([CH3:10])[CH2:7][C:6](=[O:11])[C:5]([CH3:12])=[CH:4][CH:3]1[O:13][CH3:14])=[O:22])([O-:17])=[O:16]. Procedure: 5-Hydroxy-4-methoxy-2,6,6-trimethyl-2-cyclohepten-1-one (AU154) obtained in Example 4 (25.0 g, 126 mM) was treated with 3,4-dinitrobenzoic acid according to the procedures described in Example 20, and crystallized from methanol to obtain 42.1 g (85%) of 5-(3,4-dinitrobenzoyloxy)-4-methoxy-2,6,6-trimethyl-2-cyclohepten-1-one (AU409) as light yellow needles. Melting point: 103° to 104° C. The product is S1C(=NC2=C1C=CC=C2)NC(=O)C=2C=CC=C1CCN(CC21)C2=CC=C(C(=N2)C(=O)O)CCCOC2=C(C=C(C=C2)N2CCN(CC2)C)F (6-(8-(benzo[d]thiazol-2-ylcarbamoyl)-3,4-dihydroisoquinolin-2(1H)-yl)-3-(3-(2-fluoro-4-(4-methylpiperazin-1-yl)phenoxy)propyl)picolinic acid). Procedure: The title compound 101 was prepared using the same procedure described in step 2 of Example 54 by replacing compound 54A and compound 2C with compound 93 and compound 96D, respectively: 1H NMR (400 MHz, DMSO-D6) δ ppm 12.80 (1H, s), 9.61 (1H, s), 8.03 (1H, d), 7.79 (1H, d), 7.60 (1H, d), 7.55 (1H, d), 7.44-7.51 (1H, m), 7.39-7.43 (1H, m), 7.33-7.38 (2H, m), 7.02 (1H, t), 6.90-6.98 (2H, m), 6.70 (1H, dd), 4.93 (2H, s), 3.93 (2H, t), 3.86 (2H, t), 3.67-3.75 (2H, m), 3.26-3.37 (2H, m), 3.06-3.20 (2... As a reaction SMILES: S1[C:5]2C=CC=C[C:4]=2N=C1NC(C1C=CC=C2C=1CN(C1SC(CCCI)=C(C(OCC)=O)N=1)CC2)=O.[S:37]1[C:41]2[CH:42]=[CH:43][CH:44]=[CH:45][C:40]=2[N:39]=[C:38]1[NH:46][C:47]([C:49]1[CH:50]=[CH:51][CH:52]=[C:53]2[C:58]=1[CH2:57][N:56]([C:59]1S[C:61]([CH2:67][CH2:68][CH2:69][O:70][C:71]3[CH:76]=[CH:75][C:74]([N:77]4[CH2:82][CH2:81][N:80]([CH3:83])[CH2:79][CH2:78]4)=[CH:73][C:72]=3[F:84])=[C:62]([C:64]([OH:66])=[O:65])[N:63]=1)[CH2:55][CH2:54]2)=[O:48].S1C2C=CC=CC=2N=C1NC(C1C=CC=C2C=1CN(C1N=C(C(OC(C)(C)C)=O)C(CCCI)=CC=1)CC2)=O>>[S:37]1[C:41]2[CH:42]=[CH:43][CH:44]=[CH:45][C:40]=2[N:39]=[C:38]1[NH:46][C:47]([C:49]1[CH:50]=[CH:51][CH:52]=[C:53]2[C:58]=1[CH2:57][N:56]([C:59]1[N:63]=[C:62]([C:64]([OH:66])=[O:65])[C:61]([CH2:67][CH2:68][CH2:69][O:70][C:71]3[CH:76]=[CH:75][C:74]([N:77]4[CH2:78][CH2:79][N:80]([CH3:83])[CH2:81][CH2:82]4)=[CH:73][C:72]=3[F:84])=[CH:5][CH:4]=1)[CH2:55][CH2:54]2)=[O:48]. Starting materials: S1C(=NC2=C1C=CC=C2)NC(=O)C=2C=CC=C1CCN(CC21)C=2SC(=C(N2)C(=O)OCC)CCCI (ethyl 2-(8-(benzo[d]thiazol-2-ylcarbamoyl)-3,4-dihydroisoquinolin-2(1H)-yl)-5-(3-iodopropyl)thiazole-4-carboxylate), S1C(=NC2=C1C=CC=C2)NC(=O)C=2C=CC=C1CCN(CC21)C=2SC(=C(N2)C(=O)O)CCCOC2=C(C=C(C=C2)N2CCN(CC2)C)F (2-[8-(Benzothiazol-2-ylcarbamoyl)-3,4-dihydro-1H-isoquinolin-2-yl]-5-{3-[2-fluoro-4-(4-methyl-piperazin-1-yl)-phenoxy]-propyl}-thiazole-4-carboxylic acid), S1C(=NC2=C1C=CC=C2)NC(=O)C=2C=CC=C1CCN(CC21)C2=CC=C(C(=N2)C(=O)OC(C)(C)C)CCCI (tert-butyl 6-(8-(benzo[d]thiazol-2-ylcarbamoyl)-3,4-dihydroisoquinolin-2(1H)-yl)-3-(3-iodopropyl)picolinate). The reactants are CO, COC(OC)OC, Cl, O=C1CCNCC1, O, O, Cc1ccc(S(=O)(=O)O)cc1. Product: COC1(OC)CCNCC1. Reaction SMILES: [CH3:29][OH:30].[CH:10]([O:11][CH3:12])([O:13][CH3:14])[O:15][CH3:16].[ClH:2].[NH:3]1[CH2:4][CH2:5][C:6](=[O:9])[CH2:7][CH2:8]1.[OH2:17].[OH2:1].[c:18]1([CH3:19])[cH:20][cH:21][c:22]([S:23]([OH:24])(=[O:25])=[O:26])[cH:27][cH:28]1>>[NH:3]1[CH2:4][CH2:5][C:10]([O:11][CH3:12])([O:13][CH3:14])[CH2:7][CH2:8]1. Starting materials: 18(a), FC(C(=O)O)(F)F.N1(N=CN=C1)[C@@H]1CNCC1 ((3S)-3-(1,2,4-triazol-1-yl)pyrrolidine trifluoroacetate), COC1=CC=C(CS[C@H]2C[C@H](N(C2)C(=O)OCC2=CC=C(C=C2)[N+](=O)[O-])C(=O)O)C=C1 ((2S,4S)-4-(4-methoxybenzylthio)-1-(4-nitrobenzyloxycarbonyl)-2-pyrrolidinecarboxylic acid), C(C(C)(C)C)(=O)Cl (pivaloyl chloride). Yields the product COC1=CC=C(CS[C@H]2C[C@H](N(C2)C(=O)OCC2=CC=C(C=C2)[N+](=O)[O-])C(=O)N2C[C@H](CC2)N2N=CN=C2)C=C1 ((2S,4S)-4-(4-methoxybenzylthio)-2-[(3S)-3-(1,2,4-triazol-1-yl)pyrrolidin-1-ylcarbonyl]-1-(4-nitrobenzyloxycarbonyl)pyrrolidine). Yield: 150.2%. RXN SMILES: [CH3:1][O:2][C:3]1[CH:31]=[CH:30][C:6]([CH2:7][S:8][C@@H:9]2[CH2:13][N:12]([C:14]([O:16][CH2:17][C:18]3[CH:23]=[CH:22][C:21]([N+:24]([O-:26])=[O:25])=[CH:20][CH:19]=3)=[O:15])[C@H:11]([C:27](O)=[O:28])[CH2:10]2)=[CH:5][CH:4]=1.C(Cl)(=O)C(C)(C)C.FC(F)(F)C(O)=O.[N:46]1([C@H:51]2[CH2:55][CH2:54][NH:53][CH2:52]2)[CH:50]=[N:49][CH:48]=[N:47]1>>[CH3:1][O:2][C:3]1[CH:4]=[CH:5][C:6]([CH2:7][S:8][C@@H:9]2[CH2:13][N:12]([C:14]([O:16][CH2:17][C:18]3[CH:19]=[CH:20][C:21]([N+:24]([O-:26])=[O:25])=[CH:22][CH:23]=3)=[O:15])[C@H:11]([C:27]([N:53]3[CH2:54][CH2:55][C@H:51]([N:46]4[CH:50]=[N:49][CH:48]=[N:47]4)[CH2:52]3)=[O:28])[CH2:10]2)=[CH:30][CH:31]=1 |f:2.3|. Procedure details: Following a procedure similar to that described in Preparation 18(a), but using 768 mg of (2S,4S)-4-(4-methoxybenzylthio)-1-(4-nitrobenzyloxycarbonyl)-2-pyrrolidinecarboxylic acid, 218 mg of pivaloyl chloride and 238 mg of (3S)-3-(1,2,4-triazol-1-yl)pyrrolidine trifluoroacetate, 803 mg of the title compound were obtained as a powder.